Dataset: the Open Reaction Database (ORD), a public repository of structured organic reaction records. Task: describe an organic reaction: reactants, conditions, products, and yield The reactants are N1(C=NC=C1)C=1C=C(C=CC1S(=O)(=O)C)C1=C(N=C(S1)N)C (5-(3-Imidazol-1-yl-4-methanesulfonyl-phenyl)-4-methyl-thiazol-2-ylamine), ClCC(=O)Cl (chloroacetyl chloride). Product: ClCC(=O)NC=1SC(=C(N1)C)C1=CC(=C(C=C1)S(=O)(=O)C)N1C=NC=C1 (2-Chloro-N-[5-(3-imidazol-1-yl-4-methanesulfonyl-phenyl)-4-methyl-thiazol-2-yl]-acetamide). As a reaction SMILES: [N:1]1([C:6]2[CH:7]=[C:8]([C:16]3[S:20][C:19]([NH2:21])=[N:18][C:17]=3[CH3:22])[CH:9]=[CH:10][C:11]=2[S:12]([CH3:15])(=[O:14])=[O:13])[CH:5]=[CH:4][N:3]=[CH:2]1.[Cl:23][CH2:24][C:25](Cl)=[O:26]>>[Cl:23][CH2:24][C:25]([NH:21][C:19]1[S:20][C:16]([C:8]2[CH:9]=[CH:10][C:11]([S:12]([CH3:15])(=[O:14])=[O:13])=[C:6]([N:1]3[CH:5]=[CH:4][N:3]=[CH:2]3)[CH:7]=2)=[C:17]([CH3:22])[N:18]=1)=[O:26]. Reported procedure: 5-(3-Imidazol-1-yl-4-methanesulfonyl-phenyl)-4-methyl-thiazol-2-ylamine (Example 148) (0.537 g, 1.60 mmol) and chloroacetyl chloride (5 ml) are heated together for 2 hours. The reaction mixture is allowed to cool to room temperature and the solid filtered and washed with saturated sodium bicarbonate solution (3×100 ml) and water (2×50 ml) to yield the titled compound. The reactants are FC1=C(C=CC(=C1)F)N1C=C(C(C2=CC(=C(N=C12)O)F)=O)C(=O)OCC (ethyl 1-(2,4-difluorophenyl)-6-fluoro-1,4-dihydro-7-hydroxy-4-oxo-1,8-naphthyridine-3-carboxylate), C([O-])([O-])=O.[K+].[K+] (potassium carbonate), S(=O)(=O)(OC)OC (dimethyl sulfate), O (water). Run in CN(C=O)C (N,N-dimethylformamide), C(C)(=O)OCC (ethyl acetate), C(C)OCC (diethyl ether). The product is FC1=C(C=CC(=C1)F)N1C=C(C(C2=CC(=C(N=C12)OC)F)=O)C(=O)OCC (ethyl 1-(2,4-difluorophenyl)-6-fluoro-1,4-dihydro-7-methoxy-4-oxo-1,8-naphthyridine-3-carboxylate). Yield: 91.5%. As a reaction SMILES: [F:1][C:2]1[CH:7]=[C:6]([F:8])[CH:5]=[CH:4][C:3]=1[N:9]1[C:18]2[C:13](=[CH:14][C:15]([F:20])=[C:16]([OH:19])[N:17]=2)[C:12](=[O:21])[C:11]([C:22]([O:24][CH2:25][CH3:26])=[O:23])=[CH:10]1.[C:27](=O)([O-])[O-].[K+].[K+].S(OC)(OC)(=O)=O.O>CN(C)C=O.C(OCC)C.C(OCC)(=O)C>[F:1][C:2]1[CH:7]=[C:6]([F:8])[CH:5]=[CH:4][C:3]=1[N:9]1[C:18]2[C:13](=[CH:14][C:15]([F:20])=[C:16]([O:19][CH3:27])[N:17]=2)[C:12](=[O:21])[C:11]([C:22]([O:24][CH2:25][CH3:26])=[O:23])=[CH:10]1 |f:1.2.3|. Procedure details: In 20 ml of N,N-dimethylformamide was dissolved 1.00 g of ethyl 1-(2,4-difluorophenyl)-6-fluoro-1,4-dihydro-7-hydroxy-4-oxo-1,8-naphthyridine-3-carboxylate, and 570 mg of potassium carbonate and 520 mg of dimethyl sulfate were added thereto at room temperature, after which the resulting mixture was subjected to reaction at the same temperature for 4 hours. To the reaction mixture were added 50 ml of water and 50 ml of ethyl acetate, and the organic layer was separated, washed successively with 1...